From a dataset of the Open Reaction Database (ORD), a public repository of structured organic reaction records. describe an organic reaction: reactants, conditions, products, and yield The reactants are CC[N+](CC)(CC)Cc1ccccc1, ClCCl, CC(C)S(=O)(=O)NC1CCCCC1, [Cl-], ClSC(Cl)(Cl)C(Cl)Cl, [Na+], [OH-]. The product is CC(C)S(=O)(=O)N(SC(Cl)(Cl)C(Cl)Cl)C1CCCCC1. RXN SMILES: [CH2:25]([N+:26]([CH2:27][CH3:28])([CH2:29][CH3:30])[CH2:31][CH3:32])[c:33]1[cH:34][cH:35][cH:36][cH:37][cH:38]1.[CH2:39]([Cl:40])[Cl:41].[CH:3]1([NH:9][S:10](=[O:11])(=[O:12])[CH:13]([CH3:14])[CH3:15])[CH2:4][CH2:5][CH2:6][CH2:7][CH2:8]1.[Cl-:24].[Cl:16][C:17]([CH:18]([Cl:19])[Cl:20])([Cl:21])[S:22][Cl:23].[Na+:2].[OH-:1]>>[CH:3]1([N:9]([S:10](=[O:11])(=[O:12])[CH:13]([CH3:14])[CH3:15])[S:22][C:17]([Cl:16])([CH:18]([Cl:19])[Cl:20])[Cl:21])[CH2:4][CH2:5][CH2:6][CH2:7][CH2:8]1. Yields the product N(=[N+]=[N-])C=1C=C(C=C(C1)I)NC(OC1=CC=CC=C1)=NC#N (N-(3-azido-5-iodophenyl)-N'-cyanocarbamimidic acid, phenyl ester). Reported procedure: CHART B, Step B-1. To a solution of 3-azido-5-iodoaniline (A-4, 2.42 g, 9.31 mmol) in chloroform (8 mL) is added diphenyl cyanocarbonimidate (2.21g, 9.31 mmol). The solvent is allowed to evaporate at a temperature of 70° C. overnight. The resulting solid is washed with ether, filtered and dried to afford 3.558 g of N-(3-azido-5-iodophenyl)-N'-cyanocarbamimidic acid, phenyl ester (B-1) which is used without further purification. A small analytical sample is recrystallized from ethyl acetate in he... RXN SMILES: [N:1]([C:4]1[CH:5]=[C:6]([CH:8]=[C:9]([I:11])[CH:10]=1)[NH2:7])=[N+:2]=[N-:3].[CH:12]1[CH:17]=[CH:16][C:15]([O:18][C:19](OC2C=CC=CC=2)=[N:20][C:21]#[N:22])=[CH:14][CH:13]=1>C(Cl)(Cl)Cl>[N:1]([C:4]1[CH:5]=[C:6]([NH:7][C:19](=[N:20][C:21]#[N:22])[O:18][C:15]2[CH:16]=[CH:17][CH:12]=[CH:13][CH:14]=2)[CH:8]=[C:9]([I:11])[CH:10]=1)=[N+:2]=[N-:3]. Reactants: N(=[N+]=[N-])C=1C=C(N)C=C(C1)I (3-azido-5-iodoaniline), C1=CC=C(C=C1)OC(=NC#N)OC2=CC=CC=C2 (diphenyl cyanocarbonimidate). Yield: 94.6%. Solvent: C(Cl)(Cl)Cl (chloroform).